From a dataset of the Open Reaction Database (ORD), a public repository of structured organic reaction records. describe an organic reaction: reactants, conditions, products, and yield The reactants are COC(=O)[C@H]1N(C[C@@H](C1)S(=O)(=O)C1=C(C=C(C=C1)F)C(F)(F)F)C(CC(C)=O)=S ((2S,4R)-4-(4-fluoro-2-trifluoromethyl-benzenesulfonyl)-1-(3-oxo-thiobutyryl)-pyrrolidine-2-carboxylic acid methyl ester), ClC1=NC=CC(=C1)NN ((2-chloro-pyridin-4-yl)-hydrazine). Product: COC(=O)[C@H]1N(C[C@@H](C1)S(=O)(=O)C1=C(C=C(C=C1)F)C(F)(F)F)C=1N(N=C(C1)C)C1=CC(=NC=C1)Cl ((2S,4R)-1-[2-(2-Chloro-pyridin-4-yl)-5-methyl-2H-pyrazol-3-yl]-4-(4-fluoro-2-trifluoromethyl-benzenesulfonyl)-pyrrolidine-2-carboxylic acid methyl ester). As a reaction SMILES: [CH3:1][O:2][C:3]([C@@H:5]1[CH2:9][C@@H:8]([S:10]([C:13]2[CH:18]=[CH:17][C:16]([F:19])=[CH:15][C:14]=2[C:20]([F:23])([F:22])[F:21])(=[O:12])=[O:11])[CH2:7][N:6]1[C:24](=S)[CH2:25][C:26](=O)[CH3:27])=[O:4].[Cl:30][C:31]1[CH:36]=[C:35]([NH:37][NH2:38])[CH:34]=[CH:33][N:32]=1>>[CH3:1][O:2][C:3]([C@@H:5]1[CH2:9][C@@H:8]([S:10]([C:13]2[CH:18]=[CH:17][C:16]([F:19])=[CH:15][C:14]=2[C:20]([F:23])([F:21])[F:22])(=[O:12])=[O:11])[CH2:7][N:6]1[C:24]1[N:37]([C:35]2[CH:34]=[CH:33][N:32]=[C:31]([Cl:30])[CH:36]=2)[N:38]=[C:26]([CH3:27])[CH:25]=1)=[O:4]. Procedure: In analogy to the procedure described in example 192 h, (2S,4R)-4-(4-fluoro-2-trifluoromethyl-benzenesulfonyl)-1-(3-oxo-thiobutyryl)-pyrrolidine-2-carboxylic acid methyl ester was reacted with (2-chloro-pyridin-4-yl)-hydrazine (CAS Reg. No. 700811-29-6) to give the title compound as colorless solid. MS (ESI): m/z=547.2 [M+H]+. The reactants are O (water), C(C)NS(=O)(=O)C (N-ethyl-methanesulfonamide), [H-].[Na+] (sodium hydride), FC1=C(C=CC(=C1)F)[N+](=O)[O-] (2,4-difluoronitrobenzene). The solvent is CN(C)C=O (DMF). Conditions: temperature 55 celsius, time 8 hour. Product: C(C)N(S(=O)(=O)C)C1=C(C=CC(=C1)F)[N+](=O)[O-] (N-ethyl-N-(5-fluoro-2-nitrophenyl)methanesulfonamide). Reaction SMILES: [CH2:1]([NH:3][S:4]([CH3:7])(=[O:6])=[O:5])[CH3:2].[H-].[Na+].F[C:11]1[CH:16]=[C:15]([F:17])[CH:14]=[CH:13][C:12]=1[N+:18]([O-:20])=[O:19].O>CN(C=O)C>[CH2:1]([N:3]([C:11]1[CH:16]=[C:15]([F:17])[CH:14]=[CH:13][C:12]=1[N+:18]([O-:20])=[O:19])[S:4]([CH3:7])(=[O:6])=[O:5])[CH3:2] |f:1.2|. Procedure: N-ethyl-methanesulfonamide (Mijs et al. J. Chem. Soc. Chem. Com. 1972 p 412) (5 g 40.6 mmol) was added to a suspension of sodium hydride (1.9 g, 55% in mineral oil) in anhydrous DMF (100 mL) under nitrogen. The mixture was warmed to 55° C. for one hour and 2,4-difluoronitrobenzene (4.4 mL) was added dropwise. The reaction was stirred at 60° C. overnight, poured into water (500 mL) and the product extracted into CH2Cl2 (5×100 mL). The organic extracts were washed with water, dried over MgSO4 and ...